Task: describe an organic reaction: reactants, conditions, products, and yield. Dataset: the Open Reaction Database (ORD), a public repository of structured organic reaction records Yields the product NC(=O)c1ccc(OCCCNCC(O)c2ccccc2)cc1O. Starting materials: NC(=O)c1ccc(OCCCN(Cc2ccccc2)CC(O)c2ccccc2)cc1O, CC(C)O. RXN SMILES: [C:1]([NH2:2])(=[O:3])[c:4]1[c:5]([OH:31])[cH:6][c:7]([O:8][CH2:9][CH2:10][CH2:11][N:12]([CH2:13][CH:14]([c:15]2[cH:16][cH:17][cH:18][cH:19][cH:20]2)[OH:21])[CH2:22][c:23]2[cH:24][cH:25][cH:26][cH:27][cH:28]2)[cH:29][cH:30]1.[CH:32]([OH:33])([CH3:34])[CH3:35]>>[C:1]([NH2:2])(=[O:3])[c:4]1[c:5]([OH:31])[cH:6][c:7]([O:8][CH2:9][CH2:10][CH2:11][NH:12][CH2:13][CH:14]([c:15]2[cH:16][cH:17][cH:18][cH:19][cH:20]2)[OH:21])[cH:29][cH:30]1. Starting materials: CC(=O)O[BH-](OC(C)=O)OC(C)=O, COc1cc2nc(N(C)CC3(c4ccccc4)CCNCC3)nc(N)c2cc1OC, ClCCCl, ClCCl, [Na+], [Na+], O=Cc1ccc2c(c1)OCCO2, [OH-]. Yields the product COc1cc2nc(N(C)CC3(c4ccccc4)CCN(Cc4ccc5c(c4)OCCO5)CC3)nc(N)c2cc1OC. RXN SMILES: [C:43]([O:44][BH-:45]([O:46][C:47](=[O:48])[CH3:49])[O:50][C:51](=[O:52])[CH3:53])(=[O:54])[CH3:55].[CH3:1][O:2][c:3]1[cH:4][c:5]2[c:6]([NH2:30])[n:7][c:8]([N:15]([CH3:16])[CH2:17][C:18]3([c:24]4[cH:25][cH:26][cH:27][cH:28][cH:29]4)[CH2:19][CH2:20][NH:21][CH2:22][CH2:23]3)[n:9][c:10]2[cH:11][c:12]1[O:13][CH3:14].[Cl:59][CH2:60][CH2:61][Cl:62].[Cl:63][CH2:64][Cl:65].[Na+:56].[Na+:58].[O:31]1[CH2:32][CH2:33][O:34][c:35]2[c:36]1[cH:37][cH:38][c:39]([CH:41]=[O:42])[cH:40]2.[OH-:57]>>[CH3:1][O:2][c:3]1[cH:4][c:5]2[c:6]([NH2:30])[n:7][c:8]([N:15]([CH3:16])[CH2:17][C:18]3([c:24]4[cH:25][cH:26][cH:27][cH:28][cH:29]4)[CH2:19][CH2:20][N:21]([CH2:41][c:39]4[cH:38][cH:37][c:36]5[c:35]([cH:40]4)[O:34][CH2:33][CH2:32][O:31]5)[CH2:22][CH2:23]3)[n:9][c:10]2[cH:11][c:12]1[O:13][CH3:14]. The reactants are O=C1NN=C(c2cccc([N+](=O)[O-])c2)C2CC12, C1CCOC1. Product: Nc1cccc(C2=NNC(=O)C3CC23)c1. As a reaction SMILES: [N+:1]([O-:2])(=[O:3])[c:4]1[cH:5][c:6]([C:10]2=[N:16][NH:15][C:14](=[O:17])[CH:13]3[CH:11]2[CH2:12]3)[cH:7][cH:8][cH:9]1.[O:18]1[CH2:19][CH2:20][CH2:21][CH2:22]1>>[NH2:1][c:4]1[cH:5][c:6]([C:10]2=[N:16][NH:15][C:14](=[O:17])[CH:13]3[CH:11]2[CH2:12]3)[cH:7][cH:8][cH:9]1. The reactants are CN, Cc1ccc(S(=O)(=O)O)cc1, CC(O)CC=Cc1cccnc1. Yields the product CNC(C)CC=Cc1cccnc1. RXN SMILES: [CH3:24][NH2:25].[c:1]1([CH3:2])[cH:3][cH:4][c:5]([S:6]([OH:7])(=[O:8])=[O:9])[cH:10][cH:11]1.[n:12]1[cH:13][c:14]([CH:18]=[CH:19][CH2:20][CH:21]([CH3:22])[OH:23])[cH:15][cH:16][cH:17]1>>[n:12]1[cH:13][c:14]([CH:18]=[CH:19][CH2:20][CH:21]([CH3:22])[NH:25][CH3:24])[cH:15][cH:16][cH:17]1. Starting materials: ClC(Cl)Cl, Fc1ccc(S)cc1, C#CC(=Nc1ccccc1)SC(CC)C(C)CCC. The product is CCCC(C)C(CC)SC(C=CSc1ccc(F)cc1)=Nc1ccccc1. As a reaction SMILES: [CH:28]([Cl:29])([Cl:30])[Cl:31].[F:20][c:21]1[cH:22][cH:23][c:24]([SH:27])[cH:25][cH:26]1.[c:1]1([N:7]=[C:8]([C:9]#[CH:10])[S:11][CH:12]([CH:13]([CH2:14][CH2:15][CH3:16])[CH3:17])[CH2:18][CH3:19])[cH:2][cH:3][cH:4][cH:5][cH:6]1>>[c:1]1([N:7]=[C:8]([CH:9]=[CH:10][S:27][c:24]2[cH:23][cH:22][c:21]([F:20])[cH:26][cH:25]2)[S:11][CH:12]([CH:13]([CH2:14][CH2:15][CH3:16])[CH3:17])[CH2:18][CH3:19])[cH:2][cH:3][cH:4][cH:5][cH:6]1. Conditions: time 30 minute. Procedure: 4-{[(tert-Butoxycarbonyl)amino]methyl}tetrahydro-2H-pyran-4-carboxylic acid (729 mg, 2.81 mmol) was dissolved in N,N-dimethylformamide (7.3 mL) and cooled with an ice bath. To the solution was added sodium hydride, 60% in mineral oil (337 mg, 8.43 mmol), and the solution was warmed to room temperature. Dimethyl sulfate (612 μL, 6.47 mmol) was added, and the mixture was heated at 50° C. After 30 minutes, the reaction was cooled to room temperature, and additional 60% sodium hydride in mineral oil... The reactants are [H-].[Na+] (sodium hydride), oil, S(=O)(=O)(OC)OC (dimethyl sulfate), S(=O)(=O)(OC)OC (Dimethyl sulfate), [H-].[Na+] (sodium hydride), oil, C(C)(C)(C)OC(=O)NCC1(CCOCC1)C(=O)O (4-{[(tert-Butoxycarbonyl)amino]methyl}tetrahydro-2H-pyran-4-carboxylic acid), CN(C=O)C (N,N-dimethylformamide). Reaction SMILES: [C:1]([O:5][C:6]([NH:8][CH2:9][C:10]1([C:16]([OH:18])=O)[CH2:15][CH2:14][O:13][CH2:12][CH2:11]1)=[O:7])([CH3:4])([CH3:3])[CH3:2].[H-].[Na+].S([O:26][CH3:27])(OC)(=O)=O.[CH3:28]N(C)C=O>>[C:1]([O:5][C:6]([N:8]([CH2:9][C:10]1([C:16]([O:26][CH3:27])=[O:18])[CH2:11][CH2:12][O:13][CH2:14][CH2:15]1)[CH3:28])=[O:7])([CH3:2])([CH3:3])[CH3:4] |f:1.2|. Yields the product C(C)(C)(C)OC(=O)N(C)CC1(CCOCC1)C(=O)OC (methyl 4-{[(tert-butoxycarbonyl)(methyl)amino]methyl}tetrahydro-2H-pyran-4-carboxylate). As a reaction SMILES: [C:1]([O:2][c:3]1[c:4]([CH:10]2[CH2:11][CH2:12][CH2:13][CH2:14]2)[cH:5][c:6]([F:9])[cH:7][cH:8]1)([O:15][CH3:16])=[O:17].[K+:27].[N+:23](=[O:24])([O-:25])[O-:26].[OH2:28].[S:18](=[O:19])(=[O:20])([OH:21])[OH:22]>>[C:1]([O:2][c:3]1[c:4]([CH:10]2[CH2:11][CH2:12][CH2:13][CH2:14]2)[cH:5][c:6]([F:9])[c:7]([N+:23](=[O:24])[O-:25])[cH:8]1)([O:15][CH3:16])=[O:17]. Yields the product COC(=O)Oc1cc([N+](=O)[O-])c(F)cc1C1CCCC1. Reactants: COC(=O)Oc1ccc(F)cc1C1CCCC1, [K+], O=[N+]([O-])[O-], O, O=S(=O)(O)O.